This data is from the Open Reaction Database (ORD), a public repository of structured organic reaction records. The task is: describe an organic reaction: reactants, conditions, products, and yield Reactants: [Al+3], CCOCC, COC(=O)C(F)=CC(C)(C)c1ccc(OC(F)(F)F)cc1, [H-], [H-], [H-], [H-], [Li+]. The product is CC(C)(C=C(F)CO)c1ccc(OC(F)(F)F)cc1. As a reaction SMILES: [Al+3:23].[CH3:28][CH2:29][O:30][CH2:31][CH3:32].[F:1][C:2]([C:3](=[O:4])[O:5][CH3:6])=[CH:7][C:8]([CH3:9])([c:10]1[cH:11][cH:12][c:13]([O:16][C:17]([F:18])([F:19])[F:20])[cH:14][cH:15]1)[CH3:21].[H-:22].[H-:25].[H-:26].[H-:27].[Li+:24]>>[F:1][C:2]([CH2:3][OH:4])=[CH:7][C:8]([CH3:9])([c:10]1[cH:11][cH:12][c:13]([O:16][C:17]([F:18])([F:19])[F:20])[cH:14][cH:15]1)[CH3:21]. Reactants: C1CCOC1, COC(=O)C(NC(=O)N(C)Cc1csc(C(C)C)n1)C(C)C, Cl, [Li+], [OH-], O, O. Yields the product CC(C)c1nc(CN(C)C(=O)NC(C(=O)O)C(C)C)cs1. Reaction SMILES: [CH2:26]1[O:27][CH2:28][CH2:29][CH2:30]1.[CH3:1][O:2][C:3]([CH:4]([NH:5][C:6](=[O:7])[N:8]([CH2:9][c:10]1[n:11][c:12]([CH:15]([CH3:16])[CH3:17])[s:13][cH:14]1)[CH3:18])[CH:19]([CH3:20])[CH3:21])=[O:22].[ClH:31].[Li+:25].[OH-:24].[OH2:23].[OH2:32]>>[O:2]=[C:3]([CH:4]([NH:5][C:6](=[O:7])[N:8]([CH2:9][c:10]1[n:11][c:12]([CH:15]([CH3:16])[CH3:17])[s:13][cH:14]1)[CH3:18])[CH:19]([CH3:20])[CH3:21])[OH:22]. The reactants are CC(C)(C)OC(=O)CC(NC(=O)OCc1ccccc1)C(O)c1nc2ccccc2o1, CCO. Yields the product CC(C)(C)OC(=O)CC(N)C(O)c1nc2ccccc2o1. As a reaction SMILES: [CH2:1]([O:2][C:3](=[O:4])[NH:11][CH:12]([CH2:13][C:14](=[O:15])[O:16][C:17]([CH3:18])([CH3:19])[CH3:20])[CH:21]([OH:22])[c:23]1[o:24][c:25]2[c:26]([n:27]1)[cH:28][cH:29][cH:30][cH:31]2)[c:5]1[cH:6][cH:7][cH:8][cH:9][cH:10]1.[CH3:32][CH2:33][OH:34]>>[NH2:11][CH:12]([CH2:13][C:14](=[O:15])[O:16][C:17]([CH3:18])([CH3:19])[CH3:20])[CH:21]([OH:22])[c:23]1[o:24][c:25]2[c:26]([n:27]1)[cH:28][cH:29][cH:30][cH:31]2. The reactants are Cn1c(C(C)(C)C)cc(=NC(=O)c2cc(C(F)(F)F)ccc2F)n1CC1CCCO1, C1CCOC1, CC(C)(C)[O-], OCC(F)F, [Na+], O. Yields the product Cn1c(C(C)(C)C)cc(=NC(=O)c2cc(C(F)(F)F)ccc2OCC(F)F)n1CC1CCCO1. As a reaction SMILES: [C:1]([CH3:2])([CH3:3])([CH3:4])[c:5]1[cH:6][c:7](=[N:17][C:18]([c:19]2[c:20]([F:29])[cH:21][cH:22][c:23]([C:25]([F:26])([F:27])[F:28])[cH:24]2)=[O:30])[n:8]([CH2:11][CH:12]2[O:13][CH2:14][CH2:15][CH2:16]2)[n:9]1[CH3:10].[CH2:42]1[O:43][CH2:44][CH2:45][CH2:46]1.[CH3:36][C:37]([CH3:38])([O-:39])[CH3:40].[F:31][CH:32]([CH2:33][OH:34])[F:35].[Na+:41].[OH2:47]>>[C:1]([CH3:2])([CH3:3])([CH3:4])[c:5]1[cH:6][c:7](=[N:17][C:18]([c:19]2[c:20]([O:34][CH2:33][CH:32]([F:31])[F:35])[cH:21][cH:22][c:23]([C:25]([F:26])([F:27])[F:28])[cH:24]2)=[O:30])[n:8]([CH2:11][CH:12]2[O:13][CH2:14][CH2:15][CH2:16]2)[n:9]1[CH3:10]. The reactants are O (water), C(=O)(O)/C(=C/CC/C(=C/CO)/C)/CC\C=C(\CCC=C(C)C)/C ((E,E,E)-7-carboxy-3,11,15-trimethyl-2,6,10,14-hexadecatetraen-1-ol), C(C1=CC=CC=C1)N (benzylamine), C1(CCCCC1)N=C=NC1CCCCC1 (dicyclohexylcarbodiimide). Solvent: ClCCl (dichloromethane). Conditions: temperature 0 celsius, time 1 hour. The product is C(C1=CC=CC=C1)NC(=O)/C(=C/CC/C(=C/CO)/C)/CC\C=C(\CCC=C(C)C)/C ((E,E,E)-7-benzylcarbamoyl-3,11,15-trimethyl-2,6,10,14-hexadecatetraen-1-ol). As a reaction SMILES: [C:1](/[C:4](/[CH2:13][CH2:14]/[CH:15]=[C:16](\[CH3:23])/[CH2:17][CH2:18][CH:19]=[C:20]([CH3:22])[CH3:21])=[CH:5]/[CH2:6][CH2:7]/[C:8](/[CH3:12])=[CH:9]/[CH2:10][OH:11])([OH:3])=O.C1(N=C=NC2CCCCC2)CCCCC1.[CH2:39]([NH2:46])[C:40]1[CH:45]=[CH:44][CH:43]=[CH:42][CH:41]=1.O>ClCCl>[CH2:39]([NH:46][C:1](/[C:4](/[CH2:13][CH2:14]/[CH:15]=[C:16](\[CH3:23])/[CH2:17][CH2:18][CH:19]=[C:20]([CH3:22])[CH3:21])=[CH:5]/[CH2:6][CH2:7]/[C:8](/[CH3:12])=[CH:9]/[CH2:10][OH:11])=[O:3])[C:40]1[CH:45]=[CH:44][CH:43]=[CH:42][CH:41]=1. Procedure: 660 mg of (E,Z,E) and (E,E,E)-7-carboxy-3,11,15-trimethyl-2,6,10,14-hexadecatetraen-1-ol was dissolved in 10 ml of dichloromethane. The solution was cooled to 0° C., 440 mg of dicyclohexylcarbodiimide was added and the mixture was stirred for 1 hour. Then, 0.5 ml of benzylamine was added and stirring was continued for 1 hour. The reaction mixture was left at room temperature overnight and water was added followed by extraction with ethyl ether. The oily substance derived from the extract was pur... The reactants are C([O-])([O-])=O.[Cs+].[Cs+] (cesium carbonate), COC(=O)C=1OC(=CC1)CCl (Methyl-5-(chlormethyl)furan-2-carboxylate), C(C)(C)(C)OC(CC[C@@H](C(N1CCN(CC1)C1=CC(=CC=C1)C(F)(F)F)=O)NC(=O)C1=NN(C(=C1)O)C1=CC=CC=C1)=O ((S)-4-[(5-Hydroxy-1-phenyl-1H-pyrazole-3-carbonyl)-amino]-5-oxo-5-[4-(3-trifluoromethyl-phenyl)piperazin-1-yl]-pentanoic acid tert-butyl ester). The solvent is C(C)(=O)OCC (ethyl acetate), CN(C)C=O (DMF). The product is COC(=O)C=1OC(=CC1)COC=1N(N=C(C1)C(N[C@@H](CCC(=O)OC(C)(C)C)C(=O)N1CCN(CC1)C1=CC(=CC=C1)C(F)(F)F)=O)C1=CC=CC=C1 (5-(5-{(S)-3-tert-Butoxycarbonyl-1-[4-(3-trifluoromethyl-phenyl)-piperazine-1-carbonyl]-propylcarbamoyl}-2-phenyl-2H-pyrazol-3-yloxymethyl)-furan-2-carboxylic acid methyl ester). As a reaction SMILES: [C:1]([O:5][C:6](=[O:43])[CH2:7][CH2:8][C@H:9]([NH:28][C:29]([C:31]1[CH:35]=[C:34]([OH:36])[N:33]([C:37]2[CH:42]=[CH:41][CH:40]=[CH:39][CH:38]=2)[N:32]=1)=[O:30])[C:10](=[O:27])[N:11]1[CH2:16][CH2:15][N:14]([C:17]2[CH:22]=[CH:21][CH:20]=[C:19]([C:23]([F:26])([F:25])[F:24])[CH:18]=2)[CH2:13][CH2:12]1)([CH3:4])([CH3:3])[CH3:2].C(=O)([O-])[O-].[Cs+].[Cs+].[CH3:50][O:51][C:52]([C:54]1[O:55][C:56]([CH2:59]Cl)=[CH:57][CH:58]=1)=[O:53]>CN(C=O)C.C(OCC)(=O)C>[CH3:50][O:51][C:52]([C:54]1[O:55][C:56]([CH2:59][O:36][C:34]2[N:33]([C:37]3[CH:42]=[CH:41][CH:40]=[CH:39][CH:38]=3)[N:32]=[C:31]([C:29](=[O:30])[NH:28][C@H:9]([C:10]([N:11]3[CH2:12][CH2:13][N:14]([C:17]4[CH:22]=[CH:21][CH:20]=[C:19]([C:23]([F:25])([F:26])[F:24])[CH:18]=4)[CH2:15][CH2:16]3)=[O:27])[CH2:8][CH2:7][C:6]([O:5][C:1]([CH3:4])([CH3:2])[CH3:3])=[O:43])[CH:35]=2)=[CH:57][CH:58]=1)=[O:53] |f:1.2.3|. Procedure details: 180 mg of (S)-4-[(5-Hydroxy-1-phenyl-1H-pyrazole-3-carbonyl)-amino]-5-oxo-5-[4-(3-trifluoromethyl-phenyl)piperazin-1-yl]-pentanoic acid tert-butyl ester dissolved in 4 ml DMF was treated with 293 mg of cesium carbonate and 78 mg of Methyl-5-(chlormethyl)furan-2-carboxylate. After 3 h at 70° C. the mixture was diluted with ethyl acetate and washed with saturated sodium hydrogen carbonate solution. Drying of the organic layer over sodium sulfate gave crude 5-(5-{(S)-3-tert-Butoxycarbonyl-1-[4-(3-t...